This data is from the Open Reaction Database (ORD), a public repository of structured organic reaction records. The task is: describe an organic reaction: reactants, conditions, products, and yield Reactants: CCOC(=O)Cc1ccc2c(c1)NC(NC(C)C)=NS2(=O)=O, Cl, [Na+], [OH-]. Product: CC(C)NC1=NS(=O)(=O)c2ccc(CC(=O)O)cc2N1. RXN SMILES: [CH:1]([CH3:2])([CH3:3])[NH:4][C:5]1=[N:6][S:7](=[O:21])(=[O:22])[c:8]2[c:9]([cH:11][c:12]([CH2:15][C:16](=[O:17])[O:18][CH2:19][CH3:20])[cH:13][cH:14]2)[NH:10]1.[ClH:23].[Na+:25].[OH-:24]>>[CH:1]([CH3:2])([CH3:3])[NH:4][C:5]1=[N:6][S:7](=[O:21])(=[O:22])[c:8]2[c:9]([cH:11][c:12]([CH2:15][C:16](=[O:17])[OH:18])[cH:13][cH:14]2)[NH:10]1. Starting materials: C(C)(=O)O.C(C)(=O)O.O[C@H]1C[C@H]2[C@H](C[C@H]3[C@@H]4CC[C@H]([C@@H](CCC(C(C)C)=O)C)[C@]4(CC[C@@H]3[C@]2(CC1)C)C)O (3α,6α-Dihydroxy-5β-cholestan-24-one diacetate), [BH4-].[Ca+2].[BH4-] (calcium borohydride). Yields the product C(C)(=O)O.C(C)(=O)O.O[C@H]1C[C@H]2[C@H](C[C@H]3[C@@H]4CC[C@H]([C@@H](CCC(C(C)C)O)C)[C@]4(CC[C@@H]3[C@]2(CC1)C)C)O (3α,6α,24-trihydroxy-5β-cholestane diacetate). As a reaction SMILES: [C:1]([OH:4])(=[O:3])[CH3:2].[C:5]([OH:8])(=[O:7])[CH3:6].[OH:9][C@@H:10]1[CH2:35][CH2:34][C@@:33]2([CH3:36])[C@H:12]([C@@H:13]([OH:38])[CH2:14][C@@H:15]3[C@@H:32]2[CH2:31][CH2:30][C@@:29]2([CH3:37])[C@H:16]3[CH2:17][CH2:18][C@@H:19]2[C@H:20]([CH3:28])[CH2:21][CH2:22][C:23](=[O:27])[CH:24]([CH3:26])[CH3:25])[CH2:11]1.[BH4-].[Ca+2].[BH4-]>>[C:1]([OH:4])(=[O:3])[CH3:2].[C:5]([OH:8])(=[O:7])[CH3:6].[OH:9][C@@H:10]1[CH2:35][CH2:34][C@@:33]2([CH3:36])[C@H:12]([C@@H:13]([OH:38])[CH2:14][C@@H:15]3[C@@H:32]2[CH2:31][CH2:30][C@@:29]2([CH3:37])[C@H:16]3[CH2:17][CH2:18][C@@H:19]2[C@H:20]([CH3:28])[CH2:21][CH2:22][CH:23]([OH:27])[CH:24]([CH3:26])[CH3:25])[CH2:11]1 |f:0.1.2,3.4.5,6.7.8|. Procedure details: 3α,6α-Dihydroxy-5β-cholestan-24-one diacetate was treated with calcium borohydride to give 3α,6α,24-trihydroxy-5β-cholestane diacetate. The reactants are FC1(CCC(CC1)C(C)=O)F (1-(4,4-difluorocyclohexyl)ethanone), C(C)(=O)[O-].[NH4+] (ammonium acetate), [BH3-]C#N.[Na+] (NaBH3CN). Solvent: C1CCOC1 (THF), CO (MeOH). Reaction conditions: time 48 hour. Product: FC1(CCC(CC1)C(C)N)F (1-(4,4-difluorocyclohexyl)ethanamine). Isolated yield 54.1%. As a reaction SMILES: [F:1][C:2]1([F:11])[CH2:7][CH2:6][CH:5]([C:8](=O)[CH3:9])[CH2:4][CH2:3]1.C([O-])(=O)C.[NH4+].[BH3-]C#[N:19].[Na+]>C1COCC1.CO>[F:1][C:2]1([F:11])[CH2:7][CH2:6][CH:5]([CH:8]([NH2:19])[CH3:9])[CH2:4][CH2:3]1 |f:1.2,3.4|. Reported procedure: To a solution of 1-(4,4-difluorocyclohexyl)ethanone (1 g, 6.17 mmol) in THF (5 mL) was added a solution of ammonium acetate (9.51 g, 123.4 mmol) and NaBH3CN (3.82 g, 61.7 mmol) in MeOH. The mixture was stirred for 48 hr. The reaction mixture was quenched with aqueous NaHCO3 and extracted with tert-Butyl-methyl ether (20 mL*3). The combined organic layers were washed with 1N HCl, and the organic and aqueous layer were separated. The aqueous layer was brought to above pH 8 with 2N NaOH and extract... Reactants: NC1=NC(=C(C(=N1)OS(=O)(=O)C(F)(F)F)[N+](=O)[O-])C=1OC=CC1 (trifluoromethanesulfonic acid 2-amino-6-furan-2-yl-5-nitro-pyrimidin-4-yl ester), C1(CCCCC1)O (cyclohexanol), C1CCC2=NCCCN2CC1 (DBU). The solvent is COCCOC (DME). The product is C1(CCCCC1)OC1=NC(=NC(=C1[N+](=O)[O-])C=1OC=CC1)N (4-Cyclohexyloxy-6-furan-2-yl-5-nitro-pyrimidin-2-yl-amine). Reaction SMILES: [NH2:1][C:2]1[N:7]=[C:6]([O:8]S(C(F)(F)F)(=O)=O)[C:5]([N+:16]([O-:18])=[O:17])=[C:4]([C:19]2[O:20][CH:21]=[CH:22][CH:23]=2)[N:3]=1.[CH:24]1(O)[CH2:29][CH2:28][CH2:27][CH2:26][CH2:25]1.C1CCN2C(=NCCC2)CC1>COCCOC>[CH:24]1([O:8][C:6]2[C:5]([N+:16]([O-:18])=[O:17])=[C:4]([C:19]3[O:20][CH:21]=[CH:22][CH:23]=3)[N:3]=[C:2]([NH2:1])[N:7]=2)[CH2:29][CH2:28][CH2:27][CH2:26][CH2:25]1. Procedure: From trifluoromethanesulfonic acid 2-amino-6-furan-2-yl-5-nitro-pyrimidin-4-yl ester, cyclohexanol and DBU in DME. ES-MS m/e (%): 305 (M+H+, 100), 223 ([M+H—C6H10]+, 80). The reactants are [H-].[Na+] (NaH), ClC1=CC=C(C=C1)N1C(NC=C1C1=CC=CC=C1)=O (1-(4-chlorophenyl)-5-phenyl-4-imidazolin-2-one), COC(CCCCCCCCBr)=O (9-bromo-nonanic acid methyl ester). Reaction SMILES: [H-].[Na+].[Cl:3][C:4]1[CH:9]=[CH:8][C:7]([N:10]2[C:14]([C:15]3[CH:20]=[CH:19][CH:18]=[CH:17][CH:16]=3)=[CH:13][NH:12][C:11]2=[O:21])=[CH:6][CH:5]=1.[CH3:22][O:23][C:24](=[O:34])[CH2:25][CH2:26][CH2:27][CH2:28][CH2:29][CH2:30][CH2:31][CH2:32]Br>CN(C=O)C>[CH3:22][O:23][C:24](=[O:34])[CH2:25][CH2:26][CH2:27][CH2:28][CH2:29][CH2:30][CH2:31][CH2:32][N:12]1[CH:13]=[C:14]([C:15]2[CH:20]=[CH:19][CH:18]=[CH:17][CH:16]=2)[N:10]([C:7]2[CH:6]=[CH:5][C:4]([Cl:3])=[CH:9][CH:8]=2)[C:11]1=[O:21] |f:0.1|. The solvent is CN(C)C=O (DMF). Procedure: The product is produced as described in example 1 from 1.35 g of NaH (80% suspension in mineral oil), 12.2 g of 1-(4-chlorophenyl)-5-phenyl-4-imidazolin-2-one, 90 cc. of DMF, 11.3 g of 9-bromo-nonanic acid methyl ester and 1.35 g of NaJ. Product: COC(CCCCCCCCN1C(N(C(=C1)C1=CC=CC=C1)C1=CC=C(C=C1)Cl)=O)=O (9-[3-(4-Chlorophenyl)-2-oxo-4-phenyl-4-imidazolin-1-yl] pelargonic acid methyl ester). Reactants: C([O-])([O-])=O.[K+].[K+] (potassium carbonate), C(C)(C)(C)O[C@H](C(=O)OCC)C1=C(C2=C(N=C(S2)C2=NC(=CC=C2)C=2C=C3C=NN(C3=CC2)C)C=C1C)OS(=O)(=O)C(F)(F)F ((S)-ethyl 2-tert-butoxy-2-(5-methyl-2-(6-(1-methyl-1H-indazol-5-yl)pyridin-2-yl)-7-(trifluoromethylsulfonyloxy)benzo[d]thiazol-6-yl)acetate), ClC1=CC=C(C=C1)B(O)O (p-chlorophenyl boronic acid). Reagents/catalysts: C=1C=CC(=CC1)[P](C=2C=CC=CC2)(C=3C=CC=CC3)[Pd]([P](C=4C=CC=CC4)(C=5C=CC=CC5)C=6C=CC=CC6)([P](C=7C=CC=CC7)(C=8C=CC=CC8)C=9C=CC=CC9)[P](C=1C=CC=CC1)(C=1C=CC=CC1)C=1C=CC=CC1 (Pd(PPh3)4). The solvent is CCOC(=O)C (EtOAc), O1CCOCC1 (dioxane). Run at temperature 120 celsius. Yields the product C(C)(C)(C)O[C@H](C(=O)OCC)C1=C(C2=C(N=C(S2)C2=NC(=CC=C2)C=2C=C3C=NN(C3=CC2)C)C=C1C)C1=CC=C(C=C1)Cl ((S)-ethyl 2-tert-butoxy-2-(7-(4-chlorophenyl)-5-methyl-2-(6-(1-methyl-1H-indazol-5-yl)pyridin-2-yl)benzo[d]thiazol-6-yl)acetate). As a reaction SMILES: [C:1]([O:5][C@@H:6]([C:12]1[C:36]([CH3:37])=[CH:35][C:15]2[N:16]=[C:17]([C:19]3[CH:24]=[CH:23][CH:22]=[C:21]([C:25]4[CH:26]=[C:27]5[C:31](=[CH:32][CH:33]=4)[N:30]([CH3:34])[N:29]=[CH:28]5)[N:20]=3)[S:18][C:14]=2[C:13]=1OS(C(F)(F)F)(=O)=O)[C:7]([O:9][CH2:10][CH3:11])=[O:8])([CH3:4])([CH3:3])[CH3:2].[Cl:46][C:47]1[CH:52]=[CH:51][C:50](B(O)O)=[CH:49][CH:48]=1.C(=O)([O-])[O-].[K+].[K+]>O1CCOCC1.CCOC(C)=O.C1C=CC([P]([Pd]([P](C2C=CC=CC=2)(C2C=CC=CC=2)C2C=CC=CC=2)([P](C2C=CC=CC=2)(C2C=CC=CC=2)C2C=CC=CC=2)[P](C2C=CC=CC=2)(C2C=CC=CC=2)C2C=CC=CC=2)(C2C=CC=CC=2)C2C=CC=CC=2)=CC=1>[C:1]([O:5][C@@H:6]([C:12]1[C:36]([CH3:37])=[CH:35][C:15]2[N:16]=[C:17]([C:19]3[CH:24]=[CH:23][CH:22]=[C:21]([C:25]4[CH:26]=[C:27]5[C:31](=[CH:32][CH:33]=4)[N:30]([CH3:34])[N:29]=[CH:28]5)[N:20]=3)[S:18][C:14]=2[C:13]=1[C:50]1[CH:51]=[CH:52][C:47]([Cl:46])=[CH:48][CH:49]=1)[C:7]([O:9][CH2:10][CH3:11])=[O:8])([CH3:4])([CH3:2])[CH3:3] |f:2.3.4,^1:77,79,98,117|. Procedure: In a 10 mL reaction vial, (S)-ethyl 2-tert-butoxy-2-(5-methyl-2-(6-(1-methyl-1H-indazol-5-yl)pyridin-2-yl)-7-(trifluoromethylsulfonyloxy)benzo[d]thiazol-6-yl)acetate (33 mg, 0.050 mmol) and p-chlorophenyl boronic acid (48 mg, 0.20 mmol) were dissolved in dioxane (2.5 mL) under argon atmosphere. The solution was bubbled with argon for 5 min. Then potassium carbonate (45 mg, 0.32 mmol) and Pd(PPh3)4 (10 mg, 0.0075 mmol) were added sequentially. The reaction mixture was sealed and heated in oil bat... The reactants are ClC=1C=CC2=C(C(=NCC(N2)=S)C2=C(C=CC=C2)Cl)C1 (7-chloro-1,3-dihydro-5-(o-chlorophenyl)-2H-1,4-benzodiazepine-2-thione), C1(C=2C(C(N1CC(CN)=O)=O)=CC=CC2)=O ((3-phthalimidoacetonyl)amine), ethylene ketal. Run in C(C)O (ethanol). Product: ClC=1C=CC2=C(C(=NCC(=N2)NCC(=O)CN2C(C=3C(C2=O)=CC=CC3)=O)C3=C(C=CC=C3)Cl)C1 (7-chloro-5-(o-chlorophenyl)-2-[(3-phthalimidoacetonyl)amino]-3H-1,4-benzodiazepine). Isolated yield 84.0%. RXN SMILES: [Cl:1][C:2]1[CH:3]=[CH:4][C:5]2[NH:11][C:10](=S)[CH2:9][N:8]=[C:7]([C:13]3[CH:18]=[CH:17][CH:16]=[CH:15][C:14]=3[Cl:19])[C:6]=2[CH:20]=1.[C:21]1(=[O:36])[N:25]([CH2:26][C:27](=[O:30])[CH2:28][NH2:29])[C:24](=[O:31])[C:23]2=[CH:32][CH:33]=[CH:34][CH:35]=[C:22]12>C(O)C>[Cl:1][C:2]1[CH:3]=[CH:4][C:5]2[N:11]=[C:10]([NH:29][CH2:28][C:27]([CH2:26][N:25]3[C:21](=[O:36])[C:22]4=[CH:35][CH:34]=[CH:33][CH:32]=[C:23]4[C:24]3=[O:31])=[O:30])[CH2:9][N:8]=[C:7]([C:13]3[CH:18]=[CH:17][CH:16]=[CH:15][C:14]=3[Cl:19])[C:6]=2[CH:20]=1. Procedure: A suspension of 7-chloro-1,3-dihydro-5-(o-chlorophenyl)-2H-1,4-benzodiazepine-2-thione (18g, 56 mmole) and (3-phthalimidoacetonyl)amine, ethylene ketal (28.88 g, 112mmole) in 800 ml. of absolute ethanol is heated on a steambath, under nitrogen for 24 hours. The above mixture is then evaporated to dryness in vacuo to give 27 g (84%) of 7-chloro-5-(o-chlorophenyl)-2-[(3-phthalimidoacetonyl)amino]-3H-1,4-benzodiazepine, ethylene ketal as a buff-colored compound of melting point 180°-190° C. An anal...